Dataset: the Open Reaction Database (ORD), a public repository of structured organic reaction records. Task: describe an organic reaction: reactants, conditions, products, and yield The reactants are FC=1C=CC(=C(C1)NC(OC(C)(C)C)=O)B1OC(C(O1)(C)C)(C)C (tert-butyl 5-fluoro-2-(4,4,5,5-tetramethyl-1,3,2-dioxaborolan-2-yl)phenylcarbamate), BrC=1C(=NC=CC1)C#N (3-bromopicolino-nitrile), tetrakis(triphenyl-phosphine)palladium, C([O-])([O-])=O.[K+].[K+] (potassium carbonate). Run in CO (methanol), ClCCl (dichloromethane), O (water), C1(=CC=CC=C1)C (toluene). Conditions: temperature 100 celsius, time 8 hour. Product: FC1=CC=2C(=C3C=CC=NC3=C(N2)N)C=C1 (8-fluorobenzo[f][1,7]naphthyridin-5-amine). Reaction SMILES: [F:1][C:2]1[CH:3]=[CH:4][C:5](B2OC(C)(C)C(C)(C)O2)=[C:6]([NH:8]C(=O)OC(C)(C)C)[CH:7]=1.Br[C:26]1[C:27]([C:32]#[N:33])=[N:28][CH:29]=[CH:30][CH:31]=1.C(=O)([O-])[O-].[K+].[K+]>C1(C)C=CC=CC=1.CO.ClCCl.O>[F:1][C:2]1[CH:3]=[CH:4][C:5]2=[C:26]3[C:27](=[C:32]([NH2:33])[N:8]=[C:6]2[CH:7]=1)[N:28]=[CH:29][CH:30]=[CH:31]3 |f:2.3.4|. Reported procedure: A solution of tert-butyl 5-fluoro-2-(4,4,5,5-tetramethyl-1,3,2-dioxaborolan-2-yl)phenylcarbamate (from step 2) (1.0 eq.) and 3-bromopicolino-nitrile (1.0 eq.) in toluene (0.24 M) was mixed with tetrakis(triphenyl-phosphine)palladium (5 mol %) and 2N aqueous potassium carbonate solution (4.0 eq.). The reaction was heated to 100° C. and stirred overnight. After cooling to ambient temperature, the reaction content was diluted with 2% methanol in dichloromethane and water. The two phases were separa... The reactants are CC1(NC(CCC1)(C)C)C (2,2,6,6-tetramethylpiperidine), COC=1C=C(C=CC1)P(C1=CC=C(C=C1)C)(C1=CC=C(C=C1)C)=O ((3-methoxyphenyl)-di-p-tolylphosphine oxide), II (iodine), C(CCC)[Li] (n-butyllithium), CCCCCC (hexane), S(=O)(=O)([O-])S(=O)[O-].[Na+].[Na+] (sodium pyrosulphite), COC=1C=C(C=CC1)P(C1=CC=C(C=C1)C)(C1=CC=C(C=C1)C)=O ((3-methoxyphenyl)-di-p-tolylphosphine oxide). The solvent is C1CCOC1 (THF), C1CCOC1 (THF), C1CCOC1 (THF), C1CCOC1 (THF). Run at temperature 0 celsius, time 30 minute. The product is IC1=C(C=CC=C1OC)P(C1=CC=C(C=C1)C)(C1=CC=C(C=C1)C)=O ((2-iodo-3-methoxyphenyl)-di-p-tolylphosphine oxide). Isolated yield 66.2%. As a reaction SMILES: [CH3:1][O:2][C:3]1[CH:4]=[C:5]([P:9](=[O:24])([C:17]2[CH:22]=[CH:21][C:20]([CH3:23])=[CH:19][CH:18]=2)[C:10]2[CH:15]=[CH:14][C:13]([CH3:16])=[CH:12][CH:11]=2)[CH:6]=[CH:7][CH:8]=1.C([Li])CCC.CCCCCC.CC1(C)CCCC(C)(C)N1.[I:46]I.S(S([O-])=O)([O-])(=O)=O.[Na+].[Na+]>C1COCC1>[I:46][C:4]1[C:3]([O:2][CH3:1])=[CH:8][CH:7]=[CH:6][C:5]=1[P:9](=[O:24])([C:17]1[CH:18]=[CH:19][C:20]([CH3:23])=[CH:21][CH:22]=1)[C:10]1[CH:15]=[CH:14][C:13]([CH3:16])=[CH:12][CH:11]=1 |f:5.6.7|. Reported procedure: dc) 16.8 g (50 mmol) of (3-methoxyphenyl)-di-p-tolylphosphine oxide were dissolved in 100 ml of dry THF in a 1 l four-necked sulphonation flask provided with a stirrer, dropping funnel, thermometer and argon gasification. In a separate Schlenk tube 34.0 ml of 1.6N n-butyllithium solution in hexane (54.4 mmol) were added dropwise under argon and while stirring at -78° C. to a solution of 9.98 g (70.6 mmol) of 2,2,6,6-tetramethylpiperidine in 50 ml of THF. The solution was warmed to 0° C. for a sh... The reactants are BrC=1C(=C2C(=NC1)NC(=N2)C2=CC=C(C=C2)N(C)C)N2CCN(CC2)C(=O)NC2=CC=CC=C2 (4-(6-bromo-2-(4-(dimethylamino)phenyl)-3H-imidazo[4,5-b]pyridin-7-yl)-N-phenylpiperazine-1-carboxamide), N1CCC(CC1)OC1=CC=C(C=O)C=C1 (4-(piperidin-4-yloxy)benzaldehyde), BrC=1C(=C(C(=NC1)N)[N+](=O)[O-])N1CCN(CC1)CC=1C=NC=CC1 (5-bromo-3-nitro-4-(4-(pyridin-3-ylmethyl)piperazin-1-yl)pyridin-2-amine), [O-]S(=O)S(=O)[O-].[Na+].[Na+] (Na2S2O4). Solvent: C(C)O (ethanol), CN(C)C=O (DMF). Run at time 6 hour. Yields the product BrC=1C(=C2C(=NC1)NC(=N2)C2=CC=C(C=C2)OC2CCNCC2)N2CCN(CC2)CC=2C=NC=CC2 (6-Bromo-2-(4-(piperidin-4-yloxy)phenyl)-7-(4-(pyridin-3-ylmethyl)piperazin-1-yl)-3H-imidazo[4,5-b]pyridine). The yield is 24.0%. As a reaction SMILES: BrC1C(N2CCN(C(NC3C=CC=CC=3)=O)CC2)=C2N=C(C3C=CC(N(C)C)=CC=3)NC2=NC=1.[Br:35][C:36]1[C:37]([N:46]2[CH2:51][CH2:50][N:49]([CH2:52][C:53]3[CH:54]=[N:55][CH:56]=[CH:57][CH:58]=3)[CH2:48][CH2:47]2)=[C:38]([N+:43]([O-])=O)[C:39]([NH2:42])=[N:40][CH:41]=1.[O-]S(S([O-])=O)=O.[Na+].[Na+].[NH:67]1[CH2:72][CH2:71][CH:70]([O:73][C:74]2[CH:81]=[CH:80][C:77]([CH:78]=O)=[CH:76][CH:75]=2)[CH2:69][CH2:68]1>C(O)C.CN(C=O)C>[Br:35][C:36]1[C:37]([N:46]2[CH2:51][CH2:50][N:49]([CH2:52][C:53]3[CH:54]=[N:55][CH:56]=[CH:57][CH:58]=3)[CH2:48][CH2:47]2)=[C:38]2[N:43]=[C:78]([C:77]3[CH:76]=[CH:75][C:74]([O:73][CH:70]4[CH2:71][CH2:72][NH:67][CH2:68][CH2:69]4)=[CH:81][CH:80]=3)[NH:42][C:39]2=[N:40][CH:41]=1 |f:2.3.4|. Reported procedure: This was prepared using the same procedure as for 4-(6-bromo-2-(4-(dimethylamino)phenyl)-3H-imidazo[4,5-b]pyridin-7-yl)-N-phenylpiperazine-1-carboxamide, but here using 5-bromo-3-nitro-4-(4-(pyridin-3-ylmethyl)piperazin-1-yl)pyridin-2-amine (30 mg, 0.076 mmol), DMF (0.15 mL), ethanol (0.85 mL), 1M Na2S2O4 (3 eq, 0.23 mmol, 0.23 mL) and 4-(piperidin-4-yloxy)benzaldehyde (1.2 eq, 0.091 mmol, 22 mg). After 6 h, concentration in vacuo and purification by preparative tlc (CH2Cl2-MeOH, 85:15) gave the... Reactants: OC1=NOC(=C1)C1=CC=CC2=CC=CC=C12 (3-Hydroxy-5-(1-naphthyl)isoxazole), C(C)(C)(C)OC(=O)NCCO (2-(N-tert-butoxycarbonylamino)ethanol). The product is C(C)(C)(C)OC(=O)NCCOC1=NOC(=C1)C1=CC=CC2=CC=CC=C12 (3-(2-(N-tert-Butoxycarbonylamino)ethoxy)-5-(1-naphthyl)isoxazole). Yield: 89.4%. As a reaction SMILES: [OH:1][C:2]1[CH:6]=[C:5]([C:7]2[C:16]3[C:11](=[CH:12][CH:13]=[CH:14][CH:15]=3)[CH:10]=[CH:9][CH:8]=2)[O:4][N:3]=1.[C:17]([O:21][C:22]([NH:24][CH2:25][CH2:26]O)=[O:23])([CH3:20])([CH3:19])[CH3:18]>>[C:17]([O:21][C:22]([NH:24][CH2:25][CH2:26][O:1][C:2]1[CH:6]=[C:5]([C:7]2[C:16]3[C:11](=[CH:12][CH:13]=[CH:14][CH:15]=3)[CH:10]=[CH:9][CH:8]=2)[O:4][N:3]=1)=[O:23])([CH3:20])([CH3:19])[CH3:18]. Reported procedure: 3-Hydroxy-5-(1-naphthyl)isoxazole (0.20 g) and 2-(N-tert-butoxycarbonylamino)ethanol (0.17 g) were subjected to reaction and post-treatment in a similar manner to that described in Example 9(a) to obtain the title compound (0.30 g, 89%) as a colorless powder. The reactants are CCO, [O-]Cl, O=[N+]([O-])c1cc2cn[nH]c2cc1F, [Na+]. Yields the product O=[N+]([O-])c1cc2c(Cl)n[nH]c2cc1F. As a reaction SMILES: [CH3:17][CH2:18][OH:19].[Cl:14][O-:15].[F:1][c:2]1[c:3]([N+:11](=[O:12])[O-:13])[cH:4][c:5]2[cH:6][n:7][nH:8][c:9]2[cH:10]1.[Na+:16]>>[F:1][c:2]1[c:3]([N+:11](=[O:12])[O-:13])[cH:4][c:5]2[c:6]([Cl:14])[n:7][nH:8][c:9]2[cH:10]1. Reactants: CC(C)(C)c1ccc(C#N)c(N2CCCCC2)n1, CC(C)C[Al+]CC(C)C, Cc1ccccc1, CCOCC, [H-]. The product is CC(C)(C)c1ccc(C=O)c(N2CCCCC2)n1. Reaction SMILES: [C:1]([CH3:2])([CH3:3])([CH3:4])[c:5]1[n:6][c:7]([N:13]2[CH2:14][CH2:15][CH2:16][CH2:17][CH2:18]2)[c:8]([C:9]#[N:10])[cH:11][cH:12]1.[CH2:20]([Al+:21][CH2:22][CH:23]([CH3:24])[CH3:25])[CH:26]([CH3:27])[CH3:28].[CH3:29][c:30]1[cH:31][cH:32][cH:33][cH:34][cH:35]1.[CH3:36][CH2:37][O:38][CH2:39][CH3:40].[H-:19]>>[C:1]([CH3:2])([CH3:3])([CH3:4])[c:5]1[n:6][c:7]([N:13]2[CH2:14][CH2:15][CH2:16][CH2:17][CH2:18]2)[c:8]([CH:9]=[O:38])[cH:11][cH:12]1. Starting materials: O (water), OOS(=O)[O-].[K+] (Oxone), O (water), C(C)SC1=NC(=CC(=N1)N1C=NC2=C1C=CC=C2)CCC (2-ethylthio-4-[benzimidazol-1-yl]-6-propylpyrimidine). Solvent: CO (MeOH). Reaction conditions: time 3.5 hour. Yields the product C(C)S(=O)(=O)C1=NC(=CC(=N1)N1C=NC2=C1C=CC=C2)CCC (2-Ethanesulfonyl-4-[benzimidazol-1-yl]-6-propylpyrimidine). Reaction SMILES: [CH2:1]([S:3][C:4]1[N:9]=[C:8]([N:10]2[C:14]3[CH:15]=[CH:16][CH:17]=[CH:18][C:13]=3[N:12]=[CH:11]2)[CH:7]=[C:6]([CH2:19][CH2:20][CH3:21])[N:5]=1)[CH3:2].[OH:22]OS([O-])=O.[K+].[OH2:28]>CO>[CH2:1]([S:3]([C:4]1[N:9]=[C:8]([N:10]2[C:14]3[CH:15]=[CH:16][CH:17]=[CH:18][C:13]=3[N:12]=[CH:11]2)[CH:7]=[C:6]([CH2:19][CH2:20][CH3:21])[N:5]=1)(=[O:22])=[O:28])[CH3:2] |f:1.2|. Procedure details: To a solution of 2-ethylthio-4-[benzimidazol-1-yl]-6-propylpyrimidine in MeOH (4 mL) was added a suspension of Oxone® (1.73 g) in water (4 mL). The resulting slurry was stirred at room temperature for 3.5 h. The reaction was diluted with water (10 mL) and extracted with methylene chloride (3×30 mL). The combined organic layer was washed with water, brine and dried (anhydrous Na2SO4). Removal of solvent gave 295 mg of the title compound which was used directly in the next step. 1H NMR (500 MHz, C... Starting materials: COc1c(F)cc(F)cc1Br, CCSc1ncc(C(=O)N(C)OC)c(N)n1. Yields the product CCSc1ncc(C(=O)c2cc(F)cc(F)c2OC)c(N)n1. RXN SMILES: [Br:17][c:18]1[c:19]([O:26][CH3:27])[c:20]([F:25])[cH:21][c:22]([F:24])[cH:23]1.[CH3:1][O:2][N:3]([C:4](=[O:5])[c:6]1[c:7]([NH2:15])[n:8][c:9]([S:12][CH2:13][CH3:14])[n:10][cH:11]1)[CH3:16]>>[C:4](=[O:5])([c:6]1[c:7]([NH2:15])[n:8][c:9]([S:12][CH2:13][CH3:14])[n:10][cH:11]1)[c:18]1[c:19]([O:26][CH3:27])[c:20]([F:25])[cH:21][c:22]([F:24])[cH:23]1. Reactants: FC(C=1SC=C(N1)C1CNCCO1)(F)F (2-(2-trifluoromethyl-thiazol-4-yl)morpholine), C(=O)(OC)C=C(C)C1=CC=C(C=C1)CC(C)=O (1-[4-(2-carbomethoxy-1-methylethenyl)phenyl]propan-2-one). Yields the product C(=O)(OC)C=C(C)C1=CC=C(C=C1)CC(C)N1CC(OCC1)C=1N=C(SC1)C(F)(F)F (N-[2-(4-(2-Carbomethoxy-1-methylethenyl)phenyl)-1-methylethyl]-2-(2-trifluoromethyl-thiazol-4-yl)morpholine). Reaction SMILES: [F:1][C:2]([F:15])([F:14])[C:3]1[S:4][CH:5]=[C:6]([CH:8]2[O:13][CH2:12][CH2:11][NH:10][CH2:9]2)[N:7]=1.[C:16]([CH:20]=[C:21]([C:23]1[CH:28]=[CH:27][C:26]([CH2:29][C:30](=O)[CH3:31])=[CH:25][CH:24]=1)[CH3:22])([O:18][CH3:19])=[O:17]>>[C:16]([CH:20]=[C:21]([C:23]1[CH:28]=[CH:27][C:26]([CH2:29][CH:30]([N:10]2[CH2:11][CH2:12][O:13][CH:8]([C:6]3[N:7]=[C:3]([C:2]([F:14])([F:1])[F:15])[S:4][CH:5]=3)[CH2:9]2)[CH3:31])=[CH:25][CH:24]=1)[CH3:22])([O:18][CH3:19])=[O:17]. Reported procedure: Prepared analogously to Example 13 by reaction of 2-(2-trifluoromethyl-thiazol-4-yl)morpholine with 1-[4-(2-carbomethoxy-1-methylethenyl)phenyl]propan-2-one followed by purification of the base on a silica gel column using chloroform/ethyl acetate=19:1 as eluant.